From a dataset of the Open Reaction Database (ORD), a public repository of structured organic reaction records. describe an organic reaction: reactants, conditions, products, and yield The reactants are BrC1=CC=C(C=C1)C1=NC(=NC=C1)S(=O)C (4-(4-Bromo-phenyl)-2-methanesulfinyl-pyrimidine), NC1CC(NC(C1)(C)C)(C)C (4-amino-2,2,6,6,-tetramethylpiperidine). Product: BrC1=CC=C(C=C1)C1=NC(=NC=C1)NC1CC(NC(C1)(C)C)(C)C ([4-(4-Bromophenyl)-pyrimidin-2-yl]-(2,2,6,6-tetramethyl-piperidin-4-yl)-amine). As a reaction SMILES: [Br:1][C:2]1[CH:7]=[CH:6][C:5]([C:8]2[CH:13]=[CH:12][N:11]=[C:10](S(C)=O)[N:9]=2)=[CH:4][CH:3]=1.[NH2:17][CH:18]1[CH2:23][C:22]([CH3:25])([CH3:24])[NH:21][C:20]([CH3:27])([CH3:26])[CH2:19]1>>[Br:1][C:2]1[CH:7]=[CH:6][C:5]([C:8]2[CH:13]=[CH:12][N:11]=[C:10]([NH:17][CH:18]3[CH2:19][C:20]([CH3:27])([CH3:26])[NH:21][C:22]([CH3:25])([CH3:24])[CH2:23]3)[N:9]=2)=[CH:4][CH:3]=1. Reported procedure: 4-(4-Bromo-phenyl)-2-methanesulfinyl-pyrimidine (0.25 g, 0.84 mmol) and 4-amino-2,2,6,6,-tetramethylpiperidine (1 ml) were heated for 45 minutes at 130° C. Evaporation and chromatography on silicagel (EtOAc/MeOH/ammonia:95/4.5/0.5 to 90/9/1) gave the title compound as white crystals. Yield: 260 mg (78%). The product is CC(C)(C)NS(=O)(=O)c1cnc(-c2cn(-c3nc(-c4ccc(Cl)cc4)cc(C(F)(F)F)n3)cn2)s1. Starting materials: CC(C)(C)NS(=O)(=O)c1cnc(Cl)s1, Cc1ccccc1, CCCC[Sn](CCCC)(CCCC)c1cn(-c2nc(-c3ccc(Cl)cc3)cc(C(F)(F)F)n2)cn1, [F-], [K+], O. As a reaction SMILES: [C:36]([CH3:37])([CH3:38])([CH3:39])[NH:40][S:41](=[O:42])(=[O:43])[c:44]1[cH:45][n:46][c:47]([Cl:49])[s:48]1.[CH3:53][c:54]1[cH:55][cH:56][cH:57][cH:58][cH:59]1.[Cl:1][c:2]1[cH:3][cH:4][c:5](-[c:8]2[n:9][c:10](-[n:18]3[cH:19][n:20][c:21]([Sn:23]([CH2:24][CH2:25][CH2:26][CH3:27])([CH2:28][CH2:29][CH2:30][CH3:31])[CH2:32][CH2:33][CH2:34][CH3:35])[cH:22]3)[n:11][c:12]([C:14]([F:15])([F:16])[F:17])[cH:13]2)[cH:6][cH:7]1.[F-:50].[K+:51].[OH2:52]>>[Cl:1][c:2]1[cH:3][cH:4][c:5](-[c:8]2[n:9][c:10](-[n:18]3[cH:19][n:20][c:21](-[c:47]4[n:46][cH:45][c:44]([S:41]([NH:40][C:36]([CH3:37])([CH3:38])[CH3:39])(=[O:42])=[O:43])[s:48]4)[cH:22]3)[n:11][c:12]([C:14]([F:15])([F:16])[F:17])[cH:13]2)[cH:6][cH:7]1. Starting materials: CCCCc1cc(C(F)(F)F)ccc1C=CC(=O)O, Cl, CC(N)c1ccc(NS(C)(=O)=O)c(F)c1. Yields the product CCCCc1cc(C(F)(F)F)ccc1C=CC(=O)NC(C)c1ccc(NS(C)(=O)=O)c(F)c1. RXN SMILES: [CH2:17]([CH2:18][CH2:19][CH3:20])[c:21]1[c:22]([CH:31]=[CH:32][C:33](=[O:34])[OH:35])[cH:23][cH:24][c:25]([C:27]([F:28])([F:29])[F:30])[cH:26]1.[ClH:16].[NH2:1][CH:2]([CH3:3])[c:4]1[cH:5][c:6]([F:15])[c:7]([NH:10][S:11](=[O:12])(=[O:13])[CH3:14])[cH:8][cH:9]1>>[NH:1]([CH:2]([CH3:3])[c:4]1[cH:5][c:6]([F:15])[c:7]([NH:10][S:11](=[O:12])(=[O:13])[CH3:14])[cH:8][cH:9]1)[C:33]([CH:32]=[CH:31][c:22]1[c:21]([CH2:17][CH2:18][CH2:19][CH3:20])[cH:26][c:25]([C:27]([F:28])([F:29])[F:30])[cH:24][cH:23]1)=[O:34]. Reactants: CCOC(=O)CN1CCc2ccccc2C1, CCO, NN. Product: NNC(=O)CN1CCc2ccccc2C1. RXN SMILES: [CH2:1]1[N:2]([CH2:11][C:12]([O:14][CH2:13][CH3:15])=[O:16])[CH2:3][CH2:4][c:5]2[cH:6][cH:7][cH:8][cH:9][c:10]21.[CH3:19][CH2:20][OH:21].[NH2:17][NH2:18]>>[CH2:1]1[N:2]([CH2:11][C:12](=[O:14])[NH:17][NH2:18])[CH2:3][CH2:4][c:5]2[cH:6][cH:7][cH:8][cH:9][c:10]21.